The task is: describe an organic reaction: reactants, conditions, products, and yield. This data is from the Open Reaction Database (ORD), a public repository of structured organic reaction records. Starting materials: CI, [H-], O=[N+]([O-])c1cccc2[nH]ncc12, [Na+], CN(C)C=O. Yields the product Cn1ncc2c([N+](=O)[O-])cccc21. As a reaction SMILES: [CH3:15][I:16].[H-:14].[N+:1](=[O:2])([O-:3])[c:4]1[c:5]2[cH:6][n:7][nH:8][c:9]2[cH:10][cH:11][cH:12]1.[Na+:13].[O:17]=[CH:18][N:19]([CH3:20])[CH3:21]>>[N+:1](=[O:2])([O-:3])[c:4]1[c:5]2[cH:6][n:7][n:8]([CH3:15])[c:9]2[cH:10][cH:11][cH:12]1. Reactants: [BH4-], O=C1c2ccccc2OC12CCCCCC2, CCO, [Na+], O. Product: OC1c2ccccc2OC12CCCCCC2. As a reaction SMILES: [BH4-:20].[CH2:1]1[CH2:2][CH2:3][CH2:4][CH2:5][CH2:6][C:7]12[O:8][c:9]1[c:10]([cH:13][cH:14][cH:15][cH:16]1)[C:11]2=[O:12].[CH3:17][CH2:18][OH:19].[Na+:21].[OH2:22]>>[CH2:1]1[CH2:2][CH2:3][CH2:4][CH2:5][CH2:6][C:7]12[O:8][c:9]1[c:10]([cH:13][cH:14][cH:15][cH:16]1)[CH:11]2[OH:12]. Reactants: Cl.NC1=CC(=C(C(=C1)Cl)O)Cl (4-amino-2,6-dichlorophenol hydrochloride), C(C)(=O)OC(C)=O (acetic anhydride). The solvent is O (water). Conditions: temperature 70 celsius, time 1 hour. The product is ClC=1C=C(NC(C)=O)C=C(C1O)Cl (3',5'-dichloro-4'-hydroxyacetanilide). Isolated yield 95.0%. As a reaction SMILES: Cl.[NH2:2][C:3]1[CH:8]=[C:7]([Cl:9])[C:6]([OH:10])=[C:5]([Cl:11])[CH:4]=1.[C:12](OC(=O)C)(=[O:14])[CH3:13]>O>[Cl:9][C:7]1[CH:8]=[C:3]([CH:4]=[C:5]([Cl:11])[C:6]=1[OH:10])[NH:2][C:12](=[O:14])[CH3:13] |f:0.1|. Reported procedure: Into a 500 ml round bottom flask (fitted with a magnetic stirrer), water (200 ml) was mixed with 4-amino-2,6-dichlorophenol hydrochloride (20 g) until the solid was completely dissolved. The resulting solution was warmed to 70° C., and to it was added acetic anhydride (11 g) and the resulting solution was stirred for 1 hour. Upon cooling, crystals of 3',5'-dichloro-4'-hydroxyacetanilide were formed (19.6 g, 95% yield). Reactants: CCc1nc2cc(CO)ccc2o1, Cc1ccccc1, CCN(C(C)C)C(C)C, CCOC(=O)C1CCNCC1, O, BrP(Br)Br. The product is CCOC(=O)C1CCN(Cc2ccc3oc(CC)nc3c2)CC1. Reaction SMILES: [CH2:1]([CH3:2])[c:3]1[o:4][c:5]2[c:6]([n:7]1)[cH:8][c:9]([CH2:12][OH:13])[cH:10][cH:11]2.[CH3:38][c:39]1[cH:40][cH:41][cH:42][cH:43][cH:44]1.[CH:18]([N:19]([CH2:20][CH3:21])[CH:22]([CH3:23])[CH3:24])([CH3:25])[CH3:26].[NH:27]1[CH2:28][CH2:29][CH:30]([C:33](=[O:34])[O:35][CH2:36][CH3:37])[CH2:31][CH2:32]1.[OH2:45].[P:14]([Br:15])([Br:16])[Br:17]>>[CH2:1]([CH3:2])[c:3]1[o:4][c:5]2[c:6]([n:7]1)[cH:8][c:9]([CH2:12][N:27]1[CH2:28][CH2:29][CH:30]([C:33](=[O:34])[O:35][CH2:36][CH3:37])[CH2:31][CH2:32]1)[cH:10][cH:11]2. Starting materials: CS(=O)(=O)OS(C)(=O)=O, CCOC(C)=O, ClCCl, Nc1nccc(Oc2ccc3c(C(=O)Nc4ccc(F)c(C(F)(F)F)c4)cccc3c2)n1, O, c1ccncc1. Product: CS(=O)(=O)Nc1nccc(Oc2ccc3c(C(=O)Nc4ccc(F)c(C(F)(F)F)c4)cccc3c2)n1. Reaction SMILES: [CH3:1][S:2](=[O:3])([O:5][S:4]([CH3:6])(=[O:7])=[O:8])=[O:9].[CH3:51][CH2:52][O:53][C:54]([CH3:55])=[O:56].[Cl:42][CH2:43][Cl:44].[F:10][c:11]1[c:12]([C:38]([F:39])([F:40])[F:41])[cH:13][c:14]([NH:17][C:18](=[O:19])[c:20]2[cH:21][cH:22][cH:23][c:24]3[cH:25][c:26]([O:30][c:31]4[n:32][c:33]([NH2:37])[n:34][cH:35][cH:36]4)[cH:27][cH:28][c:29]23)[cH:15][cH:16]1.[OH2:57].[cH:45]1[cH:46][cH:47][n:48][cH:49][cH:50]1>>[CH3:1][S:2](=[O:3])(=[O:5])[NH:37][c:33]1[n:32][c:31]([O:30][c:26]2[cH:25][c:24]3[cH:23][cH:22][cH:21][c:20]([C:18]([NH:17][c:14]4[cH:13][c:12]([C:38]([F:39])([F:40])[F:41])[c:11]([F:10])[cH:16][cH:15]4)=[O:19])[c:29]3[cH:28][cH:27]2)[cH:36][cH:35][n:34]1. Starting materials: Cc1ccccc1, Cc1cc(CO)cc([N+](=O)[O-])c1[N+](=O)[O-], ClC(Cl)Cl. The product is Cc1cc(C=O)cc([N+](=O)[O-])c1[N+](=O)[O-]. As a reaction SMILES: [CH3:1][c:2]1[cH:3][cH:4][cH:5][cH:6][cH:7]1.[CH3:8][c:9]1[cH:10][c:11]([CH2:21][OH:22])[cH:12][c:13]([N+:18](=[O:19])[O-:20])[c:14]1[N+:15](=[O:16])[O-:17].[CH:23]([Cl:24])([Cl:25])[Cl:26]>>[CH3:8][c:9]1[cH:10][c:11]([CH:21]=[O:22])[cH:12][c:13]([N+:18](=[O:19])[O-:20])[c:14]1[N+:15](=[O:16])[O-:17]. Starting materials: CC(C)(C)OC(=O)N1CCC(=O)CC1, CC(=O)O[BH-](OC(C)=O)OC(C)=O, C1CCOC1, CC(=O)O, [Na+], [Na+], O=C([O-])O, Nc1ccc(-n2cnnn2)cc1. Product: CC(C)(C)OC(=O)N1CCC(Nc2ccc(-n3cnnn3)cc2)CC1. RXN SMILES: [C:13]([CH3:14])([CH3:15])([CH3:16])[O:17][C:18](=[O:19])[N:20]1[CH2:21][CH2:22][C:23](=[O:26])[CH2:24][CH2:25]1.[C:31]([O:32][BH-:33]([O:34][C:35](=[O:36])[CH3:37])[O:38][C:39](=[O:40])[CH3:41])(=[O:42])[CH3:43].[CH2:50]1[O:51][CH2:52][CH2:53][CH2:54]1.[CH3:27][C:28](=[O:29])[OH:30].[Na+:44].[Na+:45].[OH:46][C:47](=[O:48])[O-:49].[n:1]1(-[c:6]2[cH:7][cH:8][c:9]([NH2:10])[cH:11][cH:12]2)[n:2][n:3][n:4][cH:5]1>>[n:1]1(-[c:6]2[cH:7][cH:8][c:9]([NH:10][CH:23]3[CH2:22][CH2:21][N:20]([C:18]([O:17][C:13]([CH3:14])([CH3:15])[CH3:16])=[O:19])[CH2:25][CH2:24]3)[cH:11][cH:12]2)[n:2][n:3][n:4][cH:5]1. The reactants are C(CCC=C)OC(=O)N[C@H](C(=O)OCC)CCCCCC=C (ethyl (2S)-2-{[(pent-4-en-1-yloxy)carbonyl]amino}non-8-enoate), [Li+].[OH-] (LiOH), Cl (HCl). The solvent is C1CCOC1 (THF), CCO (EtOH). Product: C(CCC=C)OC(=O)N[C@H](C(=O)O)CCCCCC=C ((2S)-2-{[(Pent-4-en-1-yloxy)carbonyl]amino}non-8-enoic acid). Isolated yield 91.7%. RXN SMILES: [CH2:1]([O:6][C:7]([NH:9][C@@H:10]([CH2:16][CH2:17][CH2:18][CH2:19][CH2:20][CH:21]=[CH2:22])[C:11]([O:13]CC)=[O:12])=[O:8])[CH2:2][CH2:3][CH:4]=[CH2:5].[Li+].[OH-].Cl>C1COCC1.CCO>[CH2:1]([O:6][C:7]([NH:9][C@@H:10]([CH2:16][CH2:17][CH2:18][CH2:19][CH2:20][CH:21]=[CH2:22])[C:11]([OH:13])=[O:12])=[O:8])[CH2:2][CH2:3][CH:4]=[CH2:5] |f:1.2|. Procedure details: A solution of ethyl (2S)-2-{[(pent-4-en-1-yloxy)carbonyl]amino}non-8-enoate (0.96 g, 3.08 mmol) in THF (20 mL), EtOH (1 mL) and 1 M aqueous LiOH (21.58 mL, 21.58 mmol) was stirred at RT for 2 hours. The reaction mixture was acidified to pH 5 with 1 N aqueous HCl and extracted with ether (3×100 mL). The combined ether layers were washed with water (100 mL), brine (50 mL), dried over Na2SO4, filtered and concentrated to give title compound (0.80 g). LRMS (ESI) m/z 284.4 [(M+H)+; calcd for C15H26NO... Starting materials: CCOC(C)=O, COC(=O)CCl, ClCCl, [H-], [Na+], CN(C)C=O, COc1ccccc1Oc1c(NS(=O)(=O)c2ccc(C)cn2)nc(-c2cccc(O)c2)nc1OC. The product is COC(=O)COc1cccc(-c2nc(NS(=O)(=O)c3ccc(C)cn3)c(Oc3ccccc3OC)c(OC)n2)c1. RXN SMILES: [CH3:47][CH2:48][O:49][C:50]([CH3:51])=[O:52].[Cl:38][CH2:39][C:40](=[O:41])[O:42][CH3:43].[Cl:44][CH2:45][Cl:46].[H-:37].[Na+:36].[O:53]=[CH:54][N:55]([CH3:56])[CH3:57].[OH:1][c:2]1[cH:3][c:4](-[c:8]2[n:9][c:10]([O:34][CH3:35])[c:11]([O:25][c:26]3[c:27]([O:32][CH3:33])[cH:28][cH:29][cH:30][cH:31]3)[c:12]([NH:14][S:15](=[O:16])(=[O:17])[c:18]3[n:19][cH:20][c:21]([CH3:24])[cH:22][cH:23]3)[n:13]2)[cH:5][cH:6][cH:7]1>>[O:1]([c:2]1[cH:3][c:4](-[c:8]2[n:9][c:10]([O:34][CH3:35])[c:11]([O:25][c:26]3[c:27]([O:32][CH3:33])[cH:28][cH:29][cH:30][cH:31]3)[c:12]([NH:14][S:15](=[O:16])(=[O:17])[c:18]3[n:19][cH:20][c:21]([CH3:24])[cH:22][cH:23]3)[n:13]2)[cH:5][cH:6][cH:7]1)[CH2:39][C:40](=[O:41])[O:42][CH3:43].